From a dataset of the Open Reaction Database (ORD), a public repository of structured organic reaction records. describe an organic reaction: reactants, conditions, products, and yield Reactants: C1(O)=CC=C(O)C=C1 (hydroquinone), C1(O)=CC(O)=CC=C1 (resorcinol), OC1=CC=C(C=C1)C(C)(CCC)C1=CC=C(C=C1)O (2,2-bis-(4-hydroxy phenyl)pentane). Yields the product OC1=CC=C(C=C1)C(C)(C)C1=CC=C(C=C1)O (2,2-bis-(4-hydroxy phenyl)propane). RXN SMILES: C1(C=CC(O)=CC=1)O.C1(C=CC=C(O)C=1)O.[OH:17][C:18]1[CH:23]=[CH:22][C:21]([C:24]([C:29]2[CH:34]=[CH:33][C:32]([OH:35])=[CH:31][CH:30]=2)([CH2:26]CC)[CH3:25])=[CH:20][CH:19]=1>>[OH:17][C:18]1[CH:19]=[CH:20][C:21]([C:24]([C:29]2[CH:30]=[CH:31][C:32]([OH:35])=[CH:33][CH:34]=2)([CH3:26])[CH3:25])=[CH:22][CH:23]=1. Reported procedure: hydroquinone; resorcinol; 2,2-bis-(4-hydroxy phenyl)pentane; Reactants: C(C)O (ethanol), Kollidon, solution, CC1=C2C(=C(C(=C1C)OC(=O)CCC(=O)OCCO)C)CCC(O2)(C)CCCC(C)CCCC(C)CCCC(C)C (TPGS), CC/C(=C(\C1=CC=CC=C1)/C2=CC=C(C=C2)OCC[N+](C)(C)C)/C3=CC=CC=C3.[I-] (Tamoxifen methiodide), O=[Si]=O (Cab-O-Sil), solution. The solvent is O (water), O (water). Product: CC1=C2C(=C(C(=C1C)OC(=O)CCC(=O)OCCO)C)CCC(O2)(C)CCCC(C)CCCC(C)CCCC(C)C (TPGS), CC/C(=C(\C=1C=CC=CC1)/C=2C=CC(=CC2)OCCN(C)C)/C=3C=CC=CC3.CI (Tamoxifen methyliodide). Reaction SMILES: [CH3:1][C:2]1[C:7]([CH3:8])=[C:6]([O:9][C:10]([CH2:12][CH2:13][C:14]([O:16][CH2:17][CH2:18][OH:19])=[O:15])=[O:11])[C:5]([CH3:20])=[C:4]2[CH2:21][CH2:22][C:23]([CH2:26][CH2:27][CH2:28][CH:29]([CH2:31][CH2:32][CH2:33][CH:34]([CH2:36][CH2:37][CH2:38][CH:39]([CH3:41])[CH3:40])[CH3:35])[CH3:30])([CH3:25])[O:24][C:3]=12.[CH3:42][CH2:43]/[C:44](/[C:65]1[CH:70]=[CH:69][CH:68]=[CH:67][CH:66]=1)=[C:45](/[C:52]1[CH:57]=[CH:56][C:55]([O:58][CH2:59][CH2:60][N+:61](C)([CH3:63])[CH3:62])=[CH:54][CH:53]=1)\[C:46]1[CH:51]=[CH:50][CH:49]=[CH:48][CH:47]=1.[I-:71].[CH2:72](O)C.O=[Si]=O>O>[CH3:1][C:2]1[C:7]([CH3:8])=[C:6]([O:9][C:10]([CH2:12][CH2:13][C:14]([O:16][CH2:17][CH2:18][OH:19])=[O:15])=[O:11])[C:5]([CH3:20])=[C:4]2[CH2:21][CH2:22][C:23]([CH2:26][CH2:27][CH2:28][CH:29]([CH2:31][CH2:32][CH2:33][CH:34]([CH2:36][CH2:37][CH2:38][CH:39]([CH3:41])[CH3:40])[CH3:35])[CH3:30])([CH3:25])[O:24][C:3]=12.[CH3:42][CH2:43]/[C:44](/[C:65]1[CH:66]=[CH:67][CH:68]=[CH:69][CH:70]=1)=[C:45](/[C:52]1[CH:53]=[CH:54][C:55]([O:58][CH2:59][CH2:60][N:61]([CH3:63])[CH3:62])=[CH:56][CH:57]=1)\[C:46]1[CH:51]=[CH:50][CH:49]=[CH:48][CH:47]=1.[CH3:72][I:71] |f:1.2,7.8|. Reported procedure: TPGS (500 mg) was melted at 40°-60° C. in a water bath. Tamoxifen methiodide (100 mg, from Pharmos Corp., FL., USA) was added to the melted material and the mixture was agitated for several minutes. A small amount of absolute ethanol (up to 5%, v/v) was added in order to get an homogeneous mixture. PVP (Kollidon PF 12, 2.6 ml of a 10% solution in water) was then added and the mixture was agitated again for several minutes. Cab-O-Sil (2.8 ml of a 5% solution in water) was added and the mixture wa... The reactants are CC(C)(C)OC(=O)CBr, CC1CN(C(=O)OCc2ccccc2)CCC1O, CCCC[N+](CCCC)(CCCC)CCCC, CCCC[N+](CCCC)(CCCC)CCCC, Cc1ccccc1, [Na+], [OH-], O, O=S(=O)([O-])[O-]. Yields the product CC1CN(C(=O)OCc2ccccc2)CCC1OCC(=O)OC(C)(C)C. As a reaction SMILES: [Br:19][CH2:20][C:21](=[O:22])[O:23][C:24]([CH3:25])([CH3:26])[CH3:27].[CH2:1]([c:2]1[cH:3][cH:4][cH:5][cH:6][cH:7]1)[O:8][C:9](=[O:10])[N:11]1[CH2:12][CH:13]([CH3:18])[CH:14]([OH:17])[CH2:15][CH2:16]1.[CH2:33]([N+:34]([CH2:35][CH2:36][CH2:37][CH3:38])([CH2:39][CH2:40][CH2:41][CH3:42])[CH2:43][CH2:44][CH2:45][CH3:46])[CH2:47][CH2:48][CH3:49].[CH2:50]([N+:51]([CH2:52][CH2:53][CH2:54][CH3:55])([CH2:56][CH2:57][CH2:58][CH3:59])[CH2:60][CH2:61][CH2:62][CH3:63])[CH2:64][CH2:65][CH3:66].[CH3:69][c:70]1[cH:71][cH:72][cH:73][cH:74][cH:75]1.[Na+:68].[OH-:67].[OH2:76].[S:28]([O-:29])([O-:30])(=[O:31])=[O:32]>>[CH2:1]([c:2]1[cH:3][cH:4][cH:5][cH:6][cH:7]1)[O:8][C:9](=[O:10])[N:11]1[CH2:12][CH:13]([CH3:18])[CH:14]([O:17][CH2:20][C:21](=[O:22])[O:23][C:24]([CH3:25])([CH3:26])[CH3:27])[CH2:15][CH2:16]1. Run in C1(=CC=CC=C1)C (toluene), petroleum ether, C1(=CC=CC=C1)C (toluene). Product: ClC1=CC=C(OC(C(=O)OCC)C(=O)C)C=C1 (ethyl 2-(4-chlorophenoxy)-acetoacetate). Run at temperature 80 celsius. The yield is 37.0%. Procedure: A 60% dispersion of sodium hydride in mineral oil (40 g, 1 mol) was washed with dry petroleum ether and suspended in dry toluene (700 ml). The suspension was stirred under argon and carefully treated with a solution of 4-chlorophenol (128.6 g, 1 mol) in dry toluene (300 ml) added dropwise. The resulting suspension was stirred for 1 hour, warmed to 80° C. and treated with ethyl 2-chloroacetoacetate (165 g, 1 mol) added dropwise to maintain the internal temperature between 80°-85° C. The resulting... Reaction SMILES: [H-].[Na+].[Cl:3][C:4]1[CH:9]=[CH:8][C:7]([OH:10])=[CH:6][CH:5]=1.Cl[CH:12]([C:18]([CH3:20])=[O:19])[C:13]([O:15][CH2:16][CH3:17])=[O:14]>C1(C)C=CC=CC=1>[Cl:3][C:4]1[CH:9]=[CH:8][C:7]([O:10][CH:12]([C:18]([CH3:20])=[O:19])[C:13]([O:15][CH2:16][CH3:17])=[O:14])=[CH:6][CH:5]=1 |f:0.1|. Starting materials: ClC1=CC=C(C=C1)O (4-chlorophenol), ClC(C(=O)OCC)C(=O)C (ethyl 2-chloroacetoacetate), [H-].[Na+] (sodium hydride), oil.